Dataset: the Open Reaction Database (ORD), a public repository of structured organic reaction records. Task: describe an organic reaction: reactants, conditions, products, and yield Reactants: [H-].[Al+3].[Li+].[H-].[H-].[H-] (lithium aluminum hydride), C(C)OC([C@@H](NC(C1=CC=CC=C1)=O)CC1=CC(=C(C=C1)C)OC)=O (N-benzoyl-3-(3'-methoxy-4'-methyl-phenyl)-alanine ethyl ester), O (water). Run in O1CCCC1 (tetrahydrofuran), O1CCCC1 (tetrahydrofuran). Reaction conditions: time 8 hour. Yields the product C(C1=CC=CC=C1)NC(CO)CC1=CC(=C(C=C1)C)OC (2-benzylamino-3-(3'-methoxy-4'-methyl-phenyl)-1-propanol). Yield: 98.6%. Reaction SMILES: C([O:3][C:4](=O)[C@H:5]([CH2:15][C:16]1[CH:21]=[CH:20][C:19]([CH3:22])=[C:18]([O:23][CH3:24])[CH:17]=1)[NH:6][C:7](=O)[C:8]1[CH:13]=[CH:12][CH:11]=[CH:10][CH:9]=1)C.[H-].[Al+3].[Li+].[H-].[H-].[H-].O>O1CCCC1>[CH2:7]([NH:6][CH:5]([CH2:15][C:16]1[CH:21]=[CH:20][C:19]([CH3:22])=[C:18]([O:23][CH3:24])[CH:17]=1)[CH2:4][OH:3])[C:8]1[CH:13]=[CH:12][CH:11]=[CH:10][CH:9]=1 |f:1.2.3.4.5.6|. Reported procedure: 55.5 gm (0.16 mol) of N-benzoyl-3-(3'-methoxy-4'-methyl-phenyl)-alanine ethyl ester (m.p. 133° C) were dissolved in 550 ml of absolute tetrahydrofuran, and the resulting solution was slowly added dropwise to a stirred suspension of 37 gm (0.98 mol) of lithium aluminum hydride in 1850 ml of tetrahydrofuran at room temperature in an atmosphere of nitrogen. The resulting mixture was refluxed for five hours, then allowed to stand overnight, and subsequently slowly admixed with water. The inorganic p... Reactants: COS(=O)(=O)OC, CCOC(=O)c1cccc(NC(=O)OCC(Cl)(Cl)Cl)c1, [H-], [Na+], C1CCOC1, O. Yields the product CCOC(=O)c1cccc(N(C)C(=O)OCC(Cl)(Cl)Cl)c1. As a reaction SMILES: [CH3:23][O:24][S:25]([O:26][CH3:27])(=[O:28])=[O:29].[Cl:3][C:4]([CH2:5][O:6][C:7](=[O:8])[NH:9][c:10]1[cH:11][c:12]([C:13](=[O:14])[O:15][CH2:16][CH3:17])[cH:18][cH:19][cH:20]1)([Cl:21])[Cl:22].[H-:1].[Na+:2].[O:31]1[CH2:32][CH2:33][CH2:34][CH2:35]1.[OH2:30]>>[Cl:3][C:4]([CH2:5][O:6][C:7](=[O:8])[N:9]([c:10]1[cH:11][c:12]([C:13](=[O:14])[O:15][CH2:16][CH3:17])[cH:18][cH:19][cH:20]1)[CH3:23])([Cl:21])[Cl:22]. Reactants: C1(CC1)C1=CC(=NO1)NC(P(OCC)(OCC)=O)P(OCC)(OCC)=O (tetraethyl [(5-cyclopropyl-3-isoxazolyl)-amino]methylene-bis(phosphonate)). Run in Cl (hydrochloric acid). Product: C1(CC1)C1=CC(=NO1)NC(P(O)(O)=O)P(O)(O)=O ([(5-cyclopropyl-3-isoxazolyl)-amino]-methylene-bis(phosphonic acid)). The yield is 93.6%. RXN SMILES: [CH:1]1([C:4]2[O:8][N:7]=[C:6]([NH:9][CH:10]([P:19](=[O:26])([O:23]CC)[O:20]CC)[P:11](=[O:18])([O:15]CC)[O:12]CC)[CH:5]=2)[CH2:3][CH2:2]1>Cl>[CH:1]1([C:4]2[O:8][N:7]=[C:6]([NH:9][CH:10]([P:11](=[O:12])([OH:18])[OH:15])[P:19](=[O:20])([OH:26])[OH:23])[CH:5]=2)[CH2:2][CH2:3]1. Procedure: A solution of 2.5 g of tetraethyl [(5-cyclopropyl-3-isoxazolyl)-amino]methylene-bis(phosphonate) in 25 ml of concentrated hydrochloric acid was heated under reflux for 3.5 hours. The reaction mixture was concentrated. Methanol and acetone were added to the concentrate to give 1.7 g of [(5-cyclopropyl-3-isoxazolyl)-amino]-methylene-bis(phosphonic acid) as a solid. Starting materials: BrB(Br)Br, COc1cccc(C23CCN(C)CC2Cc2c([nH]c(C(=O)N4CCCC4)c2C)C3)c1, CCOCC, CCOCC, Cl. Yields the product Cc1c(C(=O)N2CCCC2)[nH]c2c1CC1CN(C)CCC1(c1cccc(O)c1)C2, Cl. Reaction SMILES: [B:31]([Br:32])([Br:33])[Br:34].[CH3:1][c:2]1[c:3]([C:24](=[O:25])[N:26]2[CH2:27][CH2:28][CH2:29][CH2:30]2)[nH:4][c:5]2[c:14]1[CH2:13][CH:12]1[C:7]([c:16]3[cH:17][c:18]([O:22][CH3:23])[cH:19][cH:20][cH:21]3)([CH2:6]2)[CH2:8][CH2:9][N:10]([CH3:15])[CH2:11]1.[CH3:36][CH2:37][O:38][CH2:39][CH3:40].[CH3:41][CH2:42][O:43][CH2:44][CH3:45].[ClH:35]>>[CH3:1][c:2]1[c:3]([C:24](=[O:25])[N:26]2[CH2:27][CH2:28][CH2:29][CH2:30]2)[nH:4][c:5]2[c:14]1[CH2:13][CH:12]1[C:7]([c:16]3[cH:17][c:18]([OH:22])[cH:19][cH:20][cH:21]3)([CH2:6]2)[CH2:8][CH2:9][N:10]([CH3:15])[CH2:11]1.[ClH:35].